From a dataset of the Open Reaction Database (ORD), a public repository of structured organic reaction records. describe an organic reaction: reactants, conditions, products, and yield Starting materials: CC=1C=C(C=CC1OC)CCN (2-(3-methyl-4-methoxyphenyl)ethylamine), ClC1=CC=C(C=C1)CCC(=O)O (3-(4-chlorophenyl)-propionic acid), O (water). The solvent is C=1(C(=CC=CC1)C)C (xylene). Run at time 8 hour. The product is CC=1C=C(C=CC1OC)CCNC(CCC1=CC=C(C=C1)Cl)=O (N-[2-(3-methyl-4-methoxyphenyl)ethyl]-3-(4-chlorophenyl)propionamide). The yield is 80.1%. RXN SMILES: [CH3:1][C:2]1[CH:3]=[C:4]([CH2:10][CH2:11][NH2:12])[CH:5]=[CH:6][C:7]=1[O:8][CH3:9].[Cl:13][C:14]1[CH:19]=[CH:18][C:17]([CH2:20][CH2:21][C:22](O)=[O:23])=[CH:16][CH:15]=1.O>C1(C)C(C)=CC=CC=1>[CH3:1][C:2]1[CH:3]=[C:4]([CH2:10][CH2:11][NH:12][C:22](=[O:23])[CH2:21][CH2:20][C:17]2[CH:18]=[CH:19][C:14]([Cl:13])=[CH:15][CH:16]=2)[CH:5]=[CH:6][C:7]=1[O:8][CH3:9]. Procedure: Heat a solution of 2-(3-methyl-4-methoxyphenyl)ethylamine (64.4 g) and 3-(4-chlorophenyl)-propionic acid (70.2 g) in xylene (600 mL) at reflux over a Dean-Stark trap for 5.5 h. Pour the hot reaction mixture into water an allow to stand overnight. Filter to collect the solid and recrystallize from ethanol to give N-[2-(3-methyl-4-methoxyphenyl)ethyl]-3-(4-chlorophenyl)propionamide (101.1 g), mp=142°-144° C. Reactants: ClC1=NC2=CC=CC=C2C(=N1)Cl (2,4-dichloroquinazoline), NC=1C(=CC=CC1)C (o-toluidine), CC1=NNC(=C1)C (3,5-dimethylpyrazole). The product is CC1=NN(C(=C1)C)C1=NC2=CC=CC=C2C(=N1)NC1=C(C=CC=C1)C ([2-(3,5-Dimethyl-pyrazol-1-yl)-quinazolin-4-yl]-o-tolyl-amine). RXN SMILES: Cl[C:2]1[N:11]=[C:10](Cl)[C:9]2[C:4](=[CH:5][CH:6]=[CH:7][CH:8]=2)[N:3]=1.[NH2:13][C:14]1[C:15]([CH3:20])=[CH:16][CH:17]=[CH:18][CH:19]=1.[CH3:21][C:22]1[CH:26]=[C:25]([CH3:27])[NH:24][N:23]=1>>[CH3:21][C:22]1[CH:26]=[C:25]([CH3:27])[N:24]([C:2]2[N:11]=[C:10]([NH:13][C:14]3[CH:19]=[CH:18][CH:17]=[CH:16][C:15]=3[CH3:20])[C:9]3[C:4](=[CH:5][CH:6]=[CH:7][CH:8]=3)[N:3]=2)[N:23]=1. Procedure: Was prepared according to Method B from 2,4-dichloroquinazoline, o-toluidine and 3,5-dimethylpyrazole. Mp. 240.1-244.4° C. Starting materials: N (ammonia), NC1=NC=CC(=N1)NCC1(CCC1)CO (2-amino-4-[[(1-hydroxymethyl-1-cyclobutyl)methyl]amino]pyrimidine), C(C)(=O)[O-].[Na+] (Sodium acetate), BrBr (bromine). Solvent: C(C)(=O)O (acetic acid), C(C)(=O)O (acetic acid), O (water). Conditions: temperature 110 celsius. Product: NC1=NC=C(C(=N1)NCC1(CCC1)CO)Br (2-Amino-5-bromo-4-[[(1-hydroxymethyl-1-cyclobutyl)methyl]amino]pyrimidine). The yield is 72.4%. RXN SMILES: [NH2:1][C:2]1[N:7]=[C:6]([NH:8][CH2:9][C:10]2([CH2:14][OH:15])[CH2:13][CH2:12][CH2:11]2)[CH:5]=[CH:4][N:3]=1.C([O-])(=O)C.[Na+].[Br:21]Br.N>C(O)(=O)C.O>[NH2:1][C:2]1[N:7]=[C:6]([NH:8][CH2:9][C:10]2([CH2:14][OH:15])[CH2:13][CH2:12][CH2:11]2)[C:5]([Br:21])=[CH:4][N:3]=1 |f:1.2|. Procedure: To 2-amino-4-[[(1-hydroxymethyl-1-cyclobutyl)methyl]amino]pyrimidine (0.21 g, 1.0 mmol) was added acetic acid (3 ml) and the mixture was heated to 110° C. Sodium acetate 3 hydrate (0.18 g) was added and bromine (60 μl) dissolved in acetic acid (0.5 ml) was dropwise added at 70° C. After cooling, water was added to the reaction mixture and the mixture was neutralized with aqueous ammonia under ice-cooling, extracted with ethyl acetate and dried over anhydrous magnesium sulfate. The solvent was di... The reactants are Cl.NC1=C(C=C(CN)C=C1)F (4-amino-3-fluorobenzylamine hydrochloride), C1(=CC=CC=C1)OC(NCC1=CC=C(C=C1)C(C)(C)C)=O (4-t-butylbenzylcarbamic acid phenyl ester), C(C)#N (acetonitrile). The solvent is C(C)N(CC)CC (triethylamine). Yields the product NC1=C(C=C(CNC(=O)NCC2=CC=C(C=C2)C(C)(C)C)C=C1)F (1-(4-amino-3-fluoro-benzyl)-3-(4-t-butyl-benzyl)-urea). Reaction SMILES: Cl.[NH2:2][C:3]1[CH:10]=[CH:9][C:6]([CH2:7][NH2:8])=[CH:5][C:4]=1[F:11].C1([O:18][C:19](=O)[NH:20][CH2:21][C:22]2[CH:27]=[CH:26][C:25]([C:28]([CH3:31])([CH3:30])[CH3:29])=[CH:24][CH:23]=2)C=CC=CC=1.C(#N)C>C(N(CC)CC)C>[NH2:2][C:3]1[CH:10]=[CH:9][C:6]([CH2:7][NH:8][C:19]([NH:20][CH2:21][C:22]2[CH:27]=[CH:26][C:25]([C:28]([CH3:31])([CH3:30])[CH3:29])=[CH:24][CH:23]=2)=[O:18])=[CH:5][C:4]=1[F:11] |f:0.1|. Reported procedure: To the 50 ml of round bottom flask were put 4-amino-3-fluorobenzylamine hydrochloride (0.46 g, 3.28 mmol) and 4-t-butylbenzylcarbamic acid phenyl ester (1.1 eq, 1.02 g). And to this mixture was poured 20 ml acetonitrile and added triethylamine (excess, 0.5 ml) and refluxed 12 hours. After confirming the completion of the reaction with TLC, the reaction mixture was extracted with ethylacetate, washed with 1N HCl solution. And the combined organic layer was dried over MgSO4, filtered and concentra...